From a dataset of the Open Reaction Database (ORD), a public repository of structured organic reaction records. describe an organic reaction: reactants, conditions, products, and yield The reactants are CCOC(C)=O, CCCCCC, O=[N+]([O-])c1cc(Cl)ccc1F, COC(=O)c1sccc1N. Yields the product COC(=O)c1sccc1Nc1ccc(Cl)cc1[N+](=O)[O-]. Reaction SMILES: [CH3:22][CH2:23][O:24][C:25]([CH3:26])=[O:27].[CH3:28][CH2:29][CH2:30][CH2:31][CH2:32][CH3:33].[Cl:1][c:2]1[cH:3][cH:4][c:5]([F:11])[c:6]([N+:8](=[O:9])[O-:10])[cH:7]1.[NH2:12][c:13]1[c:14]([C:18](=[O:19])[O:20][CH3:21])[s:15][cH:16][cH:17]1>>[Cl:1][c:2]1[cH:3][cH:4][c:5]([NH:12][c:13]2[c:14]([C:18](=[O:19])[O:20][CH3:21])[s:15][cH:16][cH:17]2)[c:6]([N+:8](=[O:9])[O-:10])[cH:7]1. The reactants are [Al+3], COC(=O)c1ccc(C)nc1, [H-], [H-], [H-], [H-], [Li+], C1CCOC1. Yields the product Cc1ccc(CO)cn1. Reaction SMILES: [Al+3:13].[CH3:1][c:2]1[cH:3][cH:4][c:5]([C:8](=[O:9])[O:10][CH3:11])[cH:6][n:7]1.[H-:12].[H-:15].[H-:16].[H-:17].[Li+:14].[O:18]1[CH2:19][CH2:20][CH2:21][CH2:22]1>>[CH3:1][c:2]1[cH:3][cH:4][c:5]([CH2:8][OH:9])[cH:6][n:7]1. Product: C1(C=2C(C(N1CCCCCC=C(C(=O)OCC1=CC=CC=C1)C(=O)OCC1=CC=CC=C1)=O)=CC=CC2)=O (dibenzyl 2-(6-phthalimidohexylidene)malonate). Yield: 70.5%. Reactants: N1=CC=CC=C1 (pyridine), S(O)(O)(=O)=O (sulfuric acid), C1(C=2C(C(N1CCCCCC=O)=O)=CC=CC2)=O (6-phthalimidohexan-1-al), C(CC(=O)OCC1=CC=CC=C1)(=O)OCC1=CC=CC=C1 (dibenzyl malonate). The reagents and catalysts are [Ti](Cl)(Cl)(Cl)Cl (titanium tetrachloride). Procedure details: A solution of 2.95 ml of titanium tetrachloride in 8 ml of carbon tetrachloride was added dropwise while stirring under a nitrogen atmosphere to 50 ml of dry tetrahydrofuran at 0°. The resulting yellow suspension was treated with a solution of 2.45 g of 6-phthalimidohexan-1-al and 3.55 g of dibenzyl malonate in 40 ml of tetrahydrofuran and the mixture was stirred at 0° for 2 hours. A solution of 4.5 g of dry pyridine in 12 ml of dry tetrahydrofuran was added dropwise to give a blood-red suspensi... Conditions: time 2 hour. As a reaction SMILES: [C:1]1(=[O:18])[N:5]([CH2:6][CH2:7][CH2:8][CH2:9][CH2:10][CH:11]=O)[C:4](=[O:13])[C:3]2=[CH:14][CH:15]=[CH:16][CH:17]=[C:2]12.[C:19]([O:32][CH2:33][C:34]1[CH:39]=[CH:38][CH:37]=[CH:36][CH:35]=1)(=[O:31])[CH2:20][C:21]([O:23][CH2:24][C:25]1[CH:30]=[CH:29][CH:28]=[CH:27][CH:26]=1)=[O:22].N1C=CC=CC=1.S(=O)(=O)(O)O>C(Cl)(Cl)(Cl)Cl.O1CCCC1.[Ti](Cl)(Cl)(Cl)Cl>[C:1]1(=[O:18])[N:5]([CH2:6][CH2:7][CH2:8][CH2:9][CH2:10][CH:11]=[C:20]([C:19]([O:32][CH2:33][C:34]2[CH:39]=[CH:38][CH:37]=[CH:36][CH:35]=2)=[O:31])[C:21]([O:23][CH2:24][C:25]2[CH:30]=[CH:29][CH:28]=[CH:27][CH:26]=2)=[O:22])[C:4](=[O:13])[C:3]2=[CH:14][CH:15]=[CH:16][CH:17]=[C:2]12. Solvent: O1CCCC1 (tetrahydrofuran), O1CCCC1 (tetrahydrofuran), O1CCCC1 (tetrahydrofuran), C(Cl)(Cl)(Cl)Cl (carbon tetrachloride).